Dataset: the Open Reaction Database (ORD), a public repository of structured organic reaction records. Task: describe an organic reaction: reactants, conditions, products, and yield Starting materials: C[C@@H]1N(CCC1=O)C(=O)OC(C)(C)C (tert-butyl (2S)-2-methyl-3-oxopyrrolidine-1-carboxylate), [Cl-].[Ce+3].[Cl-].[Cl-] (cerium chloride), C(=C)[Mg]Br.C1CCOC1 (vinylmagnesium bromide THF). The product is O[C@@]1([C@@H](N(CC1)C(=O)OC(C)(C)C)C)C=C (tert-butyl (2S,3R)-3-hydroxy-2-methyl-3-vinylpyrrolidine-1-carboxylate), oil. The yield is 57.0%. As a reaction SMILES: [Cl-].[Ce+3].[Cl-].[Cl-].[CH:5]([Mg]Br)=[CH2:6].C1COCC1.[CH3:14][C@H:15]1[C:19](=[O:20])[CH2:18][CH2:17][N:16]1[C:21]([O:23][C:24]([CH3:27])([CH3:26])[CH3:25])=[O:22]>>[OH:20][C@@:19]1([CH:5]=[CH2:6])[CH2:18][CH2:17][N:16]([C:21]([O:23][C:24]([CH3:27])([CH3:26])[CH3:25])=[O:22])[C@H:15]1[CH3:14] |f:0.1.2.3,4.5|. Reported procedure: By an operation in the same manner as in Reference Example 3 and using cerium chloride (3.95 g), 1 mol/L vinylmagnesium bromide—THF solution (12.5 mL) and tert-butyl (2S)-2-methyl-3-oxopyrrolidine-1-carboxylate (1.0 g), the title compound was obtained as colorless oil (yield: 0.648 g, yield: 57%).